Task: describe an organic reaction: reactants, conditions, products, and yield. Dataset: the Open Reaction Database (ORD), a public repository of structured organic reaction records Reactants: CC(=O)O, NC1CCC(C(c2ccccc2)c2ccccc2)OC1, Fc1ccc(CNC2CCOC(C(c3ccccc3)c3ccccc3)C2)cc1, ClCCCl, O=Cc1ccc(F)cc1. Product: Fc1ccc(CNC2CCC(C(c3ccccc3)c3ccccc3)OC2)cc1. Reaction SMILES: [CH3:30][C:31](=[O:32])[OH:33].[CH:1]([c:2]1[cH:3][cH:4][cH:5][cH:6][cH:7]1)([c:8]1[cH:9][cH:10][cH:11][cH:12][cH:13]1)[CH:14]1[CH2:15][CH2:16][CH:17]([NH2:20])[CH2:18][O:19]1.[CH:38]([CH:39]1[CH2:40][CH:41]([NH:42][CH2:43][c:44]2[cH:45][cH:46][c:47]([F:48])[cH:49][cH:50]2)[CH2:51][CH2:52][O:53]1)([c:54]1[cH:55][cH:56][cH:57][cH:58][cH:59]1)[c:60]1[cH:61][cH:62][cH:63][cH:64][cH:65]1.[Cl:34][CH2:35][CH2:36][Cl:37].[F:21][c:22]1[cH:23][cH:24][c:25]([CH:26]=[O:27])[cH:28][cH:29]1>>[CH:1]([c:2]1[cH:3][cH:4][cH:5][cH:6][cH:7]1)([c:8]1[cH:9][cH:10][cH:11][cH:12][cH:13]1)[CH:14]1[CH2:15][CH2:16][CH:17]([NH:20][CH2:26][c:25]2[cH:24][cH:23][c:22]([F:21])[cH:29][cH:28]2)[CH2:18][O:19]1. Starting materials: CSC, CCOC(=O)c1cccc(CCl)c1, N#C[Na], O. The product is CCOC(=O)c1cccc(CC#N)c1. RXN SMILES: [CH3:17][S:18][CH3:19].[Cl:1][CH2:2][c:3]1[cH:4][c:5]([C:6](=[O:7])[O:8][CH2:9][CH3:10])[cH:11][cH:12][cH:13]1.[Na:14][C:15]#[N:16].[OH2:20]>>[CH2:2]([c:3]1[cH:4][c:5]([C:6](=[O:7])[O:8][CH2:9][CH3:10])[cH:11][cH:12][cH:13]1)[C:15]#[N:16]. Starting materials: CC(C)(C)C(=O)Oc2ccc1ccccc1c2 (substrate), c2ccc(c1cncs1)cc2 (effective_coupling_partner). Reagents/catalysts: dcype. Conditions: temperature 120 celsius, time 12 hour. The product is c4ccc(c3cnc(c2ccc1ccccc1c2)s3)cc4. Reactants: C(C1=CC=CC=C1)OC(CNC(CNC(=O)OC(C)(C)C)=O)=O (t-butyl oxycarbonyl-glycylglycine benzyl ester), Cl.C(C)(=O)OCC (HCl ethyl acetate). Run in C(C)(=O)OCC (ethyl acetate). Run at time 4 hour. Product: Cl.C(C1=CC=CC=C1)OC(CNC(CN)=O)=O (glycylglycine benzyl ester hydrochloride). Isolated yield 100.0%. As a reaction SMILES: [CH2:1]([O:8][C:9](=[O:23])[CH2:10][NH:11][C:12](=[O:22])[CH2:13][NH:14]C(OC(C)(C)C)=O)[C:2]1[CH:7]=[CH:6][CH:5]=[CH:4][CH:3]=1.[ClH:24].C(OCC)(=O)C>C(OCC)(=O)C>[ClH:24].[CH2:1]([O:8][C:9](=[O:23])[CH2:10][NH:11][C:12](=[O:22])[CH2:13][NH2:14])[C:2]1[CH:3]=[CH:4][CH:5]=[CH:6][CH:7]=1 |f:1.2,4.5|. Procedure details: In 80 ml of chloroform were dissolved 14.8 g (42 mmol) of t-butyloxycarbonylglycine-dicyclohexylamine and 14.0 g (41.5 mmol) of glycine benzyl ester p-toluenesulfonic acid salt. To this solution, 70 ml of a chloroform solution containing 8.75 g (45.7 mmol) of 1-ethyl-3-(3-dimethylaminopropyl)carbodiimide hydrochloride (EDAC) were added at -5° C. with stirring. The resulting mixture was stirred for 24 hours. The resulting chloroform solution was successively washed twice with a 10% by weight aque... The reactants are CC(C)(C)OCCCN1C(=O)c2ccccc2C1=O, CCO, NN. The product is CC(C)(C)OCCCN. Reaction SMILES: [C:1]([CH3:2])([CH3:3])([CH3:4])[O:5][CH2:6][CH2:7][CH2:8][N:9]1[C:10](=[O:11])[c:12]2[c:13]([cH:14][cH:15][cH:16][cH:17]2)[C:18]1=[O:19].[CH3:22][CH2:23][OH:24].[NH2:20][NH2:21]>>[C:1]([CH3:2])([CH3:3])([CH3:4])[O:5][CH2:6][CH2:7][CH2:8][NH2:9]. Reactants: BrCCBr, CCCC[NH+](CCCC)CCCC, ClCCl, CC1=CC(C)(C)Oc2cc(O)ccc21, [Cl-], [Na+], [OH-], c1ccccc1. Product: CC1=CC(C)(C)Oc2cc(OCCBr)ccc21. As a reaction SMILES: [Br:37][CH2:38][CH2:39][Br:40].[CH2:18]([NH+:19]([CH2:20][CH2:21][CH2:22][CH3:23])[CH2:24][CH2:25][CH2:26][CH3:27])[CH2:28][CH2:29][CH3:30].[CH2:41]([Cl:42])[Cl:43].[CH3:1][C:2]1([CH3:14])[O:3][c:4]2[cH:5][c:6]([OH:13])[cH:7][cH:8][c:9]2[C:10]([CH3:12])=[CH:11]1.[Cl-:17].[Na+:16].[OH-:15].[cH:31]1[cH:32][cH:33][cH:34][cH:35][cH:36]1>>[CH3:1][C:2]1([CH3:14])[O:3][c:4]2[cH:5][c:6]([O:13][CH2:39][CH2:38][Br:37])[cH:7][cH:8][c:9]2[C:10]([CH3:12])=[CH:11]1.